From a dataset of the Open Reaction Database (ORD), a public repository of structured organic reaction records. describe an organic reaction: reactants, conditions, products, and yield Starting materials: CCOC(=O)C1(C(=O)OCC)C(C=C(Cl)Cl)C1(C)C, Cc1ccccc1C, Cl. The product is CCOC(=O)C1C(C=C(Cl)Cl)C1(C)C. As a reaction SMILES: [CH3:1][C:2]1([CH3:19])[C:3]([C:9](=[O:10])[O:11][CH2:12][CH3:13])([C:14]([O:15][CH2:16][CH3:17])=[O:18])[CH:4]1[CH:5]=[C:6]([Cl:7])[Cl:8].[CH3:21][c:22]1[c:23]([CH3:24])[cH:25][cH:26][cH:27][cH:28]1.[ClH:20]>>[CH3:1][C:2]1([CH3:19])[CH:3]([C:9](=[O:10])[O:11][CH2:12][CH3:13])[CH:4]1[CH:5]=[C:6]([Cl:7])[Cl:8]. Reactants: C(C)C1=CC=C(C=C1)C1CC(CN(C1)C(=O)N1CCOCC1)C(=O)O (5-(4-Ethylphenyl)-1-(morpholin-4-ylcarbonyl)piperidine-3-carboxylic acid), ClC1=C(C=CC(=C1)F)CC(N)=NO (2-(2-chloro-4-fluorophenyl)-N′-hydroxyethanimidamide). Product: ClC1=C(CC2=NOC(=N2)C2CN(CC(C2)C2=CC=C(C=C2)CC)C(=O)N2CCOCC2)C=CC(=C1)F (4-({3-[3-(2-Chloro-4-fluorobenzyl)-1,2,4-oxadiazol-5-yl]-5-(4-ethylphenyl)piperidin-1-yl}-carbonyl)morpholine). Reaction SMILES: [CH2:1]([C:3]1[CH:8]=[CH:7][C:6]([CH:9]2[CH2:14][N:13]([C:15]([N:17]3[CH2:22][CH2:21][O:20][CH2:19][CH2:18]3)=[O:16])[CH2:12][CH:11]([C:23]([OH:25])=O)[CH2:10]2)=[CH:5][CH:4]=1)[CH3:2].[Cl:26][C:27]1[CH:32]=[C:31]([F:33])[CH:30]=[CH:29][C:28]=1[CH2:34][C:35](=[N:37]O)[NH2:36]>>[Cl:26][C:27]1[CH:32]=[C:31]([F:33])[CH:30]=[CH:29][C:28]=1[CH2:34][C:35]1[N:36]=[C:23]([CH:11]2[CH2:10][CH:9]([C:6]3[CH:7]=[CH:8][C:3]([CH2:1][CH3:2])=[CH:4][CH:5]=3)[CH2:14][N:13]([C:15]([N:17]3[CH2:22][CH2:21][O:20][CH2:19][CH2:18]3)=[O:16])[CH2:12]2)[O:25][N:37]=1. Procedure: 69 mg (0.20 mmol) of 5-(4-ethylphenyl)-1-(morpholin-4-ylcarbonyl)piperidine-3-carboxylic acid (Example 38A) and 45 mg (0.22 mmol, 1.1 eq.) of 2-(2-chloro-4-fluorophenyl)-N′-hydroxyethanimidamide were reacted according to the General Method 1. Yield: 59 mg (57% of theory) The reactants are C([O-])([O-])=O.[Na+].[Na+] (sodium carbonate), COC(C1=CC=C(C=C1)C(CBr)=O)=O (4-(2-bromo-acetyl)-benzoic acid methyl ester), NC(=S)N (thiourea), C(C)(C)O (isopropyl alcohol). Solvent: O (water). Reaction conditions: time 30 minute. Product: COC(C1=CC=C(C=C1)C=1N=C(SC1)N)=O (4-(2-amino-thiazol-4-yl)-benzoic acid methyl ester). Isolated yield 54.9%. As a reaction SMILES: [CH3:1][O:2][C:3](=[O:14])[C:4]1[CH:9]=[CH:8][C:7]([C:10](=O)[CH2:11]Br)=[CH:6][CH:5]=1.[NH2:15][C:16]([NH2:18])=[S:17].C(O)(C)C.C(=O)([O-])[O-].[Na+].[Na+]>O>[CH3:1][O:2][C:3](=[O:14])[C:4]1[CH:9]=[CH:8][C:7]([C:10]2[N:15]=[C:16]([NH2:18])[S:17][CH:11]=2)=[CH:6][CH:5]=1 |f:3.4.5|. Procedure details: A mixture of 4-(2-bromo-acetyl)-benzoic acid methyl ester (1 g, 3.89 mmol) and thiourea (0.29 g, 3.89 mmol) were taken isopropyl alcohol (100 ml) and refluxed for 10 minutes followed by addition of sodium carbonate (0.206 g, 1.94 mmol) and stirred for 30 minutes. Reaction mixture was cooled to room temperature and poured in water. The precipitate obtained was filtered off, washed with water and diethyl ether and dried under vacuum to afford 4-(2-amino-thiazol-4-yl)-benzoic acid methyl ester (0.5... The reactants are N#CCBr, O=C([O-])[O-], [K+], [K+], CN(C)C=O, Cc1cccc(C=O)c1O. The product is Cc1cccc(C=O)c1OCC#N. As a reaction SMILES: [Br:11][CH2:12][C:13]#[N:14].[C:15](=[O:16])([O-:17])[O-:18].[K+:19].[K+:20].[O:21]=[CH:22][N:23]([CH3:24])[CH3:25].[OH:1][c:2]1[c:3]([CH:4]=[O:5])[cH:6][cH:7][cH:8][c:9]1[CH3:10]>>[O:1]([c:2]1[c:3]([CH:4]=[O:5])[cH:6][cH:7][cH:8][c:9]1[CH3:10])[CH2:12][C:13]#[N:14]. Starting materials: COB(OC)OC (trimethylborate), ClC1=C(C=CC=C1)C1=CC=2N(C=3C=CC(=CC3C2C2=C1C(NC2=O)=O)NC=O)C (4-(2-Chlorophenyl)-6-methyl-1,3-dioxo-1,2,3,6-tetrahydropyrrolo[3,4-c]carbazol-9-ylformamide), O1CCCC1 (tetrahydrofuran). Run in CO (Methanol). Run at temperature 0 celsius, time 30 minute. Yields the product ClC1=C(C=CC=C1)C1=CC=2N(C=3C=CC(=CC3C2C2=C1C(NC2=O)=O)NC)C (4-(2-Chlorophenyl)-6-methyl-9-(methylamino)pyrrolo[3,4-c]carbazole-1,3(2H,6H)-dione). Yield: 52.3%. RXN SMILES: COB(OC)OC.[Cl:8][C:9]1[CH:14]=[CH:13][CH:12]=[CH:11][C:10]=1[C:15]1[C:27]2[C:28](=[O:32])[NH:29][C:30](=[O:31])[C:26]=2[C:25]2[C:24]3[CH:23]=[C:22]([NH:33][CH:34]=O)[CH:21]=[CH:20][C:19]=3[N:18]([CH3:36])[C:17]=2[CH:16]=1.O1CCCC1>CO>[Cl:8][C:9]1[CH:14]=[CH:13][CH:12]=[CH:11][C:10]=1[C:15]1[C:27]2[C:28](=[O:32])[NH:29][C:30](=[O:31])[C:26]=2[C:25]2[C:24]3[CH:23]=[C:22]([NH:33][CH3:34])[CH:21]=[CH:20][C:19]=3[N:18]([CH3:36])[C:17]=2[CH:16]=1. Procedure: Borane methylsulphide complex (0.074 mL, 0.78 mmol) and trimethylborate (0.089 mL, 0.78 mmol) were added at 0° C. under an atmosphere of nitrogen to a solution of amide (920) (0.105 g, 0.26 mmol) prepared as described in example 469 dry tetrahydrofuran (10 mL) After stirring at 0° C. for 30 min. the solution was allowed to warm to room temperature over 16 h. Methanol (200 mL) was added and the reaction mixture was stirred for 12 h. The solvent was removed under reduced pressure and the yellow re... The reactants are [N+](=O)([O-])[O-].[Co+2].[N+](=O)([O-])[O-] (cobalt nitrate), [Co] (cobalt), [N+](=O)(O)[O-] (nitric acid). Run at temperature 500 celsius. Product: [N+](=O)([O-])[O-].[Co+2].[N+](=O)([O-])[O-] (cobalt nitrate), [Co]=O (cobalt oxide). RXN SMILES: [Co:1].[N+:2]([O-:5])([OH:4])=[O:3].[N+:6]([O-:9])([O-:8])=[O:7].[Co+2].[N+]([O-])([O-])=[O:12]>>[N+:2]([O-:5])([O-:4])=[O:3].[Co+2:1].[N+:6]([O-:9])([O-:8])=[O:7].[Co:1]=[O:12] |f:2.3.4,5.6.7|. Procedure details: A concentrated cobalt nitrate solution is prepared by reacting 255 parts of electrolytic grade cobalt with 2,060 parts of 40 percent nitric acid. About 5 percent of the concentrated cobalt nitrate solution is reserved for later use in this example as described below. The remainder of the solution is reduced in volume by evaporation and transferred to an aluminum pan. The highly concentrated cobalt nitrate solution is heated in a furnace at 500° C. for 4 hours to form a first porous mass of cobal...